Dataset: the Open Reaction Database (ORD), a public repository of structured organic reaction records. Task: describe an organic reaction: reactants, conditions, products, and yield Reactants: FC1=CC=C(C=C1)C=1N(C(C(=CN1)N(C)C(C(F)(F)F)=O)=O)CC(=O)NC(C(C(F)(F)F)=O)C(C)C (2-[2-(4-fluorophenyl)-5-(N-trifluoroacetyl-N-methylamino)-6-oxo-1,6-dihydro-1-pyrimidinyl]-N-(3,3,3,-trifluoro-1-isopropyl-2-oxopropyl)acetamide), O (water), C([O-])([O-])=O.[K+].[K+] (potassium carbonate). Run in O1CCCC1 (tetrahydrofuran). Conditions: time 8 hour. Product: FC1=CC=C(C=C1)C=1N(C(C(=CN1)NC)=O)CC(=O)NC(C(C(F)(F)F)=O)C(C)C (2-[2-(4-Fluorophenyl)-5-methylamino-6-oxo-1,6-dihydro-1-pyrimidinyl]-N-(3,3,3-trifluoro-1-isopropyl-2-oxopropyl)acetamide). As a reaction SMILES: [F:1][C:2]1[CH:7]=[CH:6][C:5]([C:8]2[N:9]([CH2:23][C:24]([NH:26][CH:27]([CH:34]([CH3:36])[CH3:35])[C:28](=[O:33])[C:29]([F:32])([F:31])[F:30])=[O:25])[C:10](=[O:22])[C:11]([N:14](C(=O)C(F)(F)F)[CH3:15])=[CH:12][N:13]=2)=[CH:4][CH:3]=1.O.C(=O)([O-])[O-].[K+].[K+]>O1CCCC1>[F:1][C:2]1[CH:7]=[CH:6][C:5]([C:8]2[N:9]([CH2:23][C:24]([NH:26][CH:27]([CH:34]([CH3:36])[CH3:35])[C:28](=[O:33])[C:29]([F:30])([F:32])[F:31])=[O:25])[C:10](=[O:22])[C:11]([NH:14][CH3:15])=[CH:12][N:13]=2)=[CH:4][CH:3]=1 |f:2.3.4|. Procedure details: To a solution of 2-[2-(4-fluorophenyl)-5-(N-trifluoroacetyl-N-methylamino)-6-oxo-1,6-dihydro-1-pyrimidinyl]-N-(3,3,3,-trifluoro-1-isopropyl-2-oxopropyl)acetamide (0.58 g) in tetrahydrofuran (5 mL) was added water (10 mL) followed by potassium carbonate (0.76 g). The mixture was stirred overnight, extracted into dichloromethane, washed (water, brine), dried (MgSO4) and evaporated. The residue was purified by chromatography, with dichloromethane:methanol (gradient, 99.5:0.5, 98.5:1.5) as the eluen... Starting materials: NC1=CC=C(C(=O)OCC)C=C1 (ethyl p-aminobenzoate), N1=C(Cl)N=C(Cl)N=C1Cl (cyanuric chloride), Cl (hydrogen chloride). The solvent is C=1(C(=CC=CC1)C)C (xylene), C=1(C(=CC=CC1)C)C (xylene). Product: C(C)OC(=O)C1=CC=C(NN2CN(CN(C2)NC2=CC=C(C=C2)C(=O)OCC)NC2=CC=C(C=C2)C(=O)OCC)C=C1 (1,3,5-tris-(p-ethoxycarbonylanilino)-s-triazine). The yield is 97.0%. RXN SMILES: [NH2:1][C:2]1[CH:12]=[CH:11][C:5]([C:6]([O:8][CH2:9][CH3:10])=[O:7])=[CH:4][CH:3]=1.[N:13]1[C:20](Cl)=[N:19][C:17](Cl)=[N:16][C:14]=1Cl.Cl>C1(C)C(C)=CC=CC=1>[CH2:9]([O:8][C:6]([C:5]1[CH:4]=[CH:3][C:2]([NH:1][N:13]2[CH2:20][N:19]([NH:1][C:2]3[CH:12]=[CH:11][C:5]([C:6]([O:8][CH2:9][CH3:10])=[O:7])=[CH:4][CH:3]=3)[CH2:17][N:16]([NH:1][C:2]3[CH:3]=[CH:4][C:5]([C:6]([O:8][CH2:9][CH3:10])=[O:7])=[CH:11][CH:12]=3)[CH2:14]2)=[CH:12][CH:11]=1)=[O:7])[CH3:10]. Procedure: 82.6 g of ethyl p-aminobenzoate and 30.75 g of cyanuric chloride in 1,500 ml of xylene were refluxed for 8 hours, hydrogen chloride escaping during this procedure. Thereafter, 1 liter of xylene was added, and the suspension, at 80°-90° C., was washed neutral with saturated sodium bicarbonate solution and then cooled to room temperature, and the product was filtered off over a glass suction filter. The white crystals obtained were washed with ethanol and dried. Mp: 218°-223° C.; yield: 97% of 1,3... Reactants: CC(=O)OC(C)=O, O, O=C(O)CC1(CC(=O)O)c2ccccc2Oc2ccccc21. Product: O=C1CC2(CC(=O)O1)c1ccccc1Oc1ccccc12. RXN SMILES: [CH3:24][C:25]([O:26][C:27](=[O:28])[CH3:29])=[O:30].[OH2:23].[cH:1]1[cH:2][cH:3][cH:4][c:5]2[c:14]1[C:13]([CH2:15][C:16](=[O:17])[OH:18])([CH2:19][C:20](=[O:21])[OH:22])[c:12]1[c:7]([cH:8][cH:9][cH:10][cH:11]1)[O:6]2>>[cH:1]1[cH:2][cH:3][cH:4][c:5]2[c:14]1[C:13]1([c:12]3[c:7]([cH:8][cH:9][cH:10][cH:11]3)[O:6]2)[CH2:15][C:16](=[O:18])[O:17][C:20](=[O:21])[CH2:19]1.